From a dataset of the Open Reaction Database (ORD), a public repository of structured organic reaction records. describe an organic reaction: reactants, conditions, products, and yield Reactants: CO, COC(=O)C1(c2ccc(Nc3nc(C4CCCC4)nc4c3CCC4)cc2)CCCC1, [Na+], [OH-], O. The product is O=C(O)C1(c2ccc(Nc3nc(C4CCCC4)nc4c3CCC4)cc2)CCCC1. As a reaction SMILES: [CH3:34][OH:35].[CH3:3][O:4][C:5](=[O:6])[C:7]1([c:12]2[cH:13][cH:14][c:15]([NH:18][c:19]3[n:20][c:21]([CH:28]4[CH2:29][CH2:30][CH2:31][CH2:32]4)[n:22][c:23]4[c:24]3[CH2:25][CH2:26][CH2:27]4)[cH:16][cH:17]2)[CH2:8][CH2:9][CH2:10][CH2:11]1.[Na+:2].[OH-:1].[OH2:33]>>[O:4]=[C:5]([OH:6])[C:7]1([c:12]2[cH:13][cH:14][c:15]([NH:18][c:19]3[n:20][c:21]([CH:28]4[CH2:29][CH2:30][CH2:31][CH2:32]4)[n:22][c:23]4[c:24]3[CH2:25][CH2:26][CH2:27]4)[cH:16][cH:17]2)[CH2:8][CH2:9][CH2:10][CH2:11]1.